Dataset: the Open Reaction Database (ORD), a public repository of structured organic reaction records. Task: describe an organic reaction: reactants, conditions, products, and yield Conditions: time 1 hour. The product is C(C)OC(CNC([C@@H](NC(=O)OC(C)(C)C)C(C)(C)SC(C1=CC=CC=C1)(C1=CC=CC=C1)C1=CC=CC=C1)=O)=O (N-t-butoxycarbonyl-S-trityl-L-penicillamylglycine ethyl ester). Procedure: To the solution of N-t-butoxycarbonyl-S-trityl-L-penicillamine (A-1) (4.0 g) and 1-hydroxybenzotriazole (abbreviated as HOBt) (1.2 g) in chloroform (40 ml) and tetrahydrofuran (16 ml), was added dropwise by ice-cooling the solution of 1-ethyl-3-(3dimethylaminopropyl)carbodiimide (water-soluble carbodiimide: abbreviated as WSC) (1.7 g) in chloroform (10 ml). The mixture was stirred at the same temperature for 1 hour, then glycine ethyl ester hydrochloride (1.1 g) and triethylamine (0.85 ml) were ... Run in C(Cl)(Cl)Cl (chloroform), O (water), C(Cl)(Cl)Cl (chloroform), O1CCCC1 (tetrahydrofuran), C(C)N(CC)CC (triethylamine). Reaction SMILES: [C:1]([O:5][C:6]([NH:8][C@H:9]([C:33](O)=[O:34])[C:10]([S:13][C:14]([C:27]1[CH:32]=[CH:31][CH:30]=[CH:29][CH:28]=1)([C:21]1[CH:26]=[CH:25][CH:24]=[CH:23][CH:22]=1)[C:15]1[CH:20]=[CH:19][CH:18]=[CH:17][CH:16]=1)([CH3:12])[CH3:11])=[O:7])([CH3:4])([CH3:3])[CH3:2].ON1C2C=CC=CC=2N=N1.C(N=C=NCCCN(C)C)C.Cl.[CH2:58]([O:60][C:61](=[O:64])[CH2:62][NH2:63])[CH3:59]>C(Cl)(Cl)Cl.O1CCCC1.O.C(N(CC)CC)C>[CH2:58]([O:60][C:61](=[O:64])[CH2:62][NH:63][C:33](=[O:34])[C@H:9]([C:10]([S:13][C:14]([C:27]1[CH:32]=[CH:31][CH:30]=[CH:29][CH:28]=1)([C:15]1[CH:20]=[CH:19][CH:18]=[CH:17][CH:16]=1)[C:21]1[CH:22]=[CH:23][CH:24]=[CH:25][CH:26]=1)([CH3:12])[CH3:11])[NH:8][C:6]([O:5][C:1]([CH3:2])([CH3:3])[CH3:4])=[O:7])[CH3:59] |f:3.4|. Yield: 99.0%. Reactants: C(C)N=C=NCCCN(C)C (1-ethyl-3-(3dimethylaminopropyl)carbodiimide), C(C)(C)(C)OC(=O)N[C@@H](C(C)(C)SC(C1=CC=CC=C1)(C1=CC=CC=C1)C1=CC=CC=C1)C(=O)O (N-t-butoxycarbonyl-S-trityl-L-penicillamine), ON1N=NC2=C1C=CC=C2 (1-hydroxybenzotriazole), Cl.C(C)OC(CN)=O (glycine ethyl ester hydrochloride). The reactants are CCc1cc(C)cc(CC)c1CCl, CC#N, N#C[Na], O. The product is CCc1cc(C)cc(CC)c1CC#N. RXN SMILES: [CH2:4]([CH3:5])[c:6]1[c:7]([CH2:8][Cl:9])[c:10]([CH2:15][CH3:16])[cH:11][c:12]([CH3:14])[cH:13]1.[CH3:18][C:19]#[N:20].[Na:1][C:2]#[N:3].[OH2:17]>>[C:2](#[N:3])[CH2:8][c:7]1[c:6]([CH2:4][CH3:5])[cH:13][c:12]([CH3:14])[cH:11][c:10]1[CH2:15][CH3:16]. The reactants are FC(C(=O)O)F (Difluoracetic acid), C(=O)(C=1NC=CN1)C=1NC=CN1 (carbonyl diimidazole), NC=1C=CC(=NC1)OC (5-amino-2-methoxypyridine). Solvent: C(Cl)Cl (methylene chloride). Reaction conditions: time 30 minute. Product: COC1=NC=C(C=C1)NC(C(F)F)=O (N-(2-Methoxy-5-pyridyl)-difluoroacetamide). RXN SMILES: [F:1][CH:2]([F:6])[C:3](O)=[O:4].C(C1NC=CN=1)(C1NC=CN=1)=O.[NH2:19][C:20]1[CH:21]=[CH:22][C:23]([O:26][CH3:27])=[N:24][CH:25]=1>C(Cl)Cl>[CH3:27][O:26][C:23]1[CH:22]=[CH:21][C:20]([NH:19][C:3](=[O:4])[CH:2]([F:6])[F:1])=[CH:25][N:24]=1. Reported procedure: Difluoracetic acid was added to a mixture of carbonyl diimidazole (8.4 g, 0.052 mol) and methylene chloride (100 ml) under a nitrogen atmosphere. Gas was evolved and a new solid formed in the reaction. After stirring at room temperature for 30 minutes, 5-amino-2-methoxypyridine (5.7 ml, 0.052 mol) was added over a two-minute period. The reacion was slightly exothermic and was stirred further for another 30 minutes when it was washed with water (100 ml), 5% aqueous acetic acid (2×50 ml), 5% sodiu... Reactants: NC(=S)N (Thiourea), BrCC(CCC1=CC=C(C(=O)OCC)C=C1)=O (Ethyl 4-(4-bromo-3-oxobut-1-yl)benzoate). Run in CCO (EtOH). The product is NC=1SC=C(N1)CCC1=CC=C(C(=O)OCC)C=C1 (Ethyl 4-[2-(2-aminothiazol-4-yl)ethyl]benzoate). As a reaction SMILES: [NH2:1][C:2]([NH2:4])=[S:3].Br[CH2:6][C:7](=O)[CH2:8][CH2:9][C:10]1[CH:20]=[CH:19][C:13]([C:14]([O:16][CH2:17][CH3:18])=[O:15])=[CH:12][CH:11]=1>CCO>[NH2:1][C:2]1[S:3][CH:6]=[C:7]([CH2:8][CH2:9][C:10]2[CH:11]=[CH:12][C:13]([C:14]([O:16][CH2:17][CH3:18])=[O:15])=[CH:19][CH:20]=2)[N:4]=1. Procedure details: Thiourea (374 mg, 4.9 mmol) and 21-2 (1.4 g, 4.7 mmol) were combined in 24 mL EtOH and heated to reflux for 1 h. Concentration and flash chromatography (silica, 80% EtOAc/hexane then 10% MeOH/EtOAc) provided 21-3 as a white solid. Starting materials: C(C)OC1=C(C=CC=C1)C1=NN2C(C(N1)=O)=C(N=C2CCCCCCC)C (2-(2-ethoxyphenyl)-5-methyl-7-heptyl-3H-imidazo-[5,1-f][1,2,4]triazin-4-one), S(=O)(=O)(Cl)Cl (sulphonyl chloride). Product: C(C)OC1=C(C=C(C=C1)S(=O)(=O)Cl)C1=NN2C(C(N1)=O)=C(N=C2CCCCCCC)C (4-Ethoxy-3-(5-methyl-4-oxo-7-heptyl-3H-imidazo[5,1-f][1,2,4]-triazin-2-yl)-benzenesulphonyl chloride). Reaction SMILES: [CH2:1]([O:3][C:4]1[CH:9]=[CH:8][CH:7]=[CH:6][C:5]=1[C:10]1[NH:15][C:14](=[O:16])[C:13]2=[C:17]([CH3:27])[N:18]=[C:19]([CH2:20][CH2:21][CH2:22][CH2:23][CH2:24][CH2:25][CH3:26])[N:12]2[N:11]=1)[CH3:2].[S:28](Cl)([Cl:31])(=[O:30])=[O:29]>>[CH2:1]([O:3][C:4]1[CH:9]=[CH:8][C:7]([S:28]([Cl:31])(=[O:30])=[O:29])=[CH:6][C:5]=1[C:10]1[NH:15][C:14](=[O:16])[C:13]2=[C:17]([CH3:27])[N:18]=[C:19]([CH2:20][CH2:21][CH2:22][CH2:23][CH2:24][CH2:25][CH3:26])[N:12]2[N:11]=1)[CH3:2]. Reported procedure: The preparation is carried out analogously to the procedure of Example 27A using 0.3 g (0.81 mmol) of 2-(2-ethoxyphenyl)-5-methyl-7-heptyl-3H-imidazo-[5,1-f][1,2,4]triazin-4-one (Example 22A). This gives 0.3 g (78.9%) of sulphonyl chloride as a white foam which is directly reacted further. Starting materials: resultant mixture, C(C)OC(=O)C1=CN=C2N(C1=O)C=CC=C2S (3-ethoxycarbonyl-9-mercapto-4H-pyrido[1,2-a]pyrimidin-4-one), C([O-])([O-])=O.[K+].[K+] (potassium carbonate), COC(=O)C1=CC=C(C(=O)Cl)C=C1 (4-methoxycarbonylbenzoyl chloride). Solvent: CC(=O)C (acetone). Product: C(C)OC(=O)C1=CN=C2N(C1=O)C=CC=C2SC(C2=CC=C(C=C2)C(=O)OC)=O (3-ethoxycarbonyl-9-(4-methoxycarbonylbenzoyl)thio-4H-pyrido[1,2-a]pyrimidin-4-one). Isolated yield 87.0%. RXN SMILES: [CH2:1]([O:3][C:4]([C:6]1[C:11](=[O:12])[N:10]2[CH:13]=[CH:14][CH:15]=[C:16]([SH:17])[C:9]2=[N:8][CH:7]=1)=[O:5])[CH3:2].C(=O)([O-])[O-].[K+].[K+].[CH3:24][O:25][C:26]([C:28]1[CH:36]=[CH:35][C:31]([C:32](Cl)=[O:33])=[CH:30][CH:29]=1)=[O:27]>CC(C)=O>[CH2:1]([O:3][C:4]([C:6]1[C:11](=[O:12])[N:10]2[CH:13]=[CH:14][CH:15]=[C:16]([S:17][C:32](=[O:33])[C:31]3[CH:30]=[CH:29][C:28]([C:26]([O:25][CH3:24])=[O:27])=[CH:36][CH:35]=3)[C:9]2=[N:8][CH:7]=1)=[O:5])[CH3:2] |f:1.2.3|. Procedure: To a mixture of 30 g of 3-ethoxycarbonyl-9-mercapto-4H-pyrido[1,2-a]pyrimidin-4-one II-1, 2.49 g of powdery potassium carbonate and 500 ml of acetone is added 23.8 g of 4-methoxycarbonylbenzoyl chloride with stirring, and the resultant mixture is stirred at room temperature for 1 hour. The reaction mixture is concentrated to dryness in vacuo and the residue is distributed in water-chlofororm. The chloroform layer is washed with saturated brine, dried over sodium sulfate and concentrated in vacuo... Starting materials: NC1=C(C=C(C(=C1)C(F)(F)F)Cl)O (2-amino-5-chloro-4-trifluoromethylphenol), CCN=C=NCCCN(C)C (WSC), C(C1=CC=NC=C1)(=O)O (isonicotinic acid), N1=CC=CC=C1 (pyridine). Solvent: O (water). Run at temperature 80 celsius. The product is ClC1=CC(=C(C=C1C(F)(F)F)NC(C1=CC=NC=C1)=O)O (N-[4-chloro-2-hydroxy-5-trifluoromethylphenyl]isonicotinamide). The yield is 58.6%. As a reaction SMILES: [NH2:1][C:2]1[CH:7]=[C:6]([C:8]([F:11])([F:10])[F:9])[C:5]([Cl:12])=[CH:4][C:3]=1[OH:13].CCN=C=NCCCN(C)C.[C:25](O)(=[O:32])[C:26]1[CH:31]=[CH:30][N:29]=[CH:28][CH:27]=1.N1C=CC=CC=1>O>[Cl:12][C:5]1[C:6]([C:8]([F:9])([F:10])[F:11])=[CH:7][C:2]([NH:1][C:25](=[O:32])[C:26]2[CH:31]=[CH:30][N:29]=[CH:28][CH:27]=2)=[C:3]([OH:13])[CH:4]=1. Procedure details: A mixture of 1.2 g of 2-amino-5-chloro-4-trifluoromethylphenol, 1.35 g of WSC, 0.67 g of isonicotinic acid and 10 ml of pyridine was stirred while heating at 80° C. for three hours. The reaction mixture was cooled to room temperature, and then water was added, followed by extraction with ethyl acetate three times. The combined organic layers were washed with water and a saturated sodium chloride solution, dried over anhydrous magnesium sulfate, and then concentrated under reduced pressure. The r... The reactants are C1=CC=C2C(=C1)C(C3=CC=CC=C32)COC(=O)Cl (9-Fluorenemethyl chloroformate), N(CC(=O)O)CC(=O)O (Iminodiacetic acid), Cl (HCl). The solvent is CC(=O)C (acetone), [Cl-].[Na+].O (brine), C([O-])(O)=O.[Na+] (sodium bicarbonate), CC(=O)C (acetone). Yields the product C(=O)(OCC1C2=CC=CC=C2C2=CC=CC=C12)N(CC(=O)O)CC(=O)O (N-FMOC-Iminodiacetic acid). Reaction SMILES: [NH:1]([CH2:6][C:7]([OH:9])=[O:8])[CH2:2][C:3]([OH:5])=[O:4].[CH:10]1[CH:15]=[C:14]2[CH:16]([CH2:23][O:24][C:25](Cl)=[O:26])[C:17]3[C:22]([C:13]2=[CH:12][CH:11]=1)=[CH:21][CH:20]=[CH:19][CH:18]=3.Cl>C(=O)(O)[O-].[Na+].CC(C)=O.[Cl-].[Na+].O>[C:25]([N:1]([CH2:6][C:7]([OH:9])=[O:8])[CH2:2][C:3]([OH:5])=[O:4])([O:24][CH2:23][CH:16]1[C:14]2[C:13](=[CH:12][CH:11]=[CH:10][CH:15]=2)[C:22]2[C:17]1=[CH:18][CH:19]=[CH:20][CH:21]=2)=[O:26] |f:3.4,6.7.8|. Procedure: Iminodiacetic acid (2.19 g, 16.5 mmol, Sigma Chemical Co., St. Louis, Mo.) was dissolved in a mixture of 1 M sodium bicarbonate (40 ml) and acetone (30 ml). 9-Fluorenemethyl chloroformate (2.0 g, 7.7 mmol) was dissolved in acetone (10 ml) and added to the above solution. After 6 hours reaction, the mixture was treated with brine, acidified with 1N HCl, and extracted with ethyl acetate. The yield was 2.38 g (87%), mp 213°-215.5° C. The mass spectrum (CI-NH3) showed a peak at 373 corresponding to ... Starting materials: [BH3-]C#N, CC(=O)[O-], CO, [NH4+], [Na+], COC1C(=O)CCC(O)(CSCc2ccccc2CO)C1C1(C)OC1CC=C(C)C. The product is COC1C(N)CCC(O)(CSCc2ccccc2CO)C1C1(C)OC1CC=C(C)C. RXN SMILES: [C:36](#[N:37])[BH3-:38].[CH3:32][C:33](=[O:34])[O-:35].[CH3:40][OH:41].[NH4+:31].[Na+:39].[O:1]1[C:2]([CH3:9])([CH:10]2[C:11]([OH:19])([CH2:20][S:21][CH2:22][c:23]3[c:24]([CH2:29][OH:30])[cH:25][cH:26][cH:27][cH:28]3)[CH2:12][CH2:13][C:14](=[O:18])[CH:15]2[O:16][CH3:17])[CH:3]1[CH2:4][CH:5]=[C:6]([CH3:7])[CH3:8]>>[O:1]1[C:2]([CH3:9])([CH:10]2[C:11]([OH:19])([CH2:20][S:21][CH2:22][c:23]3[c:24]([CH2:29][OH:30])[cH:25][cH:26][cH:27][cH:28]3)[CH2:12][CH2:13][CH:14]([NH2:37])[CH:15]2[O:16][CH3:17])[CH:3]1[CH2:4][CH:5]=[C:6]([CH3:7])[CH3:8].